From a dataset of the Open Reaction Database (ORD), a public repository of structured organic reaction records. describe an organic reaction: reactants, conditions, products, and yield Reactants: CSC1=CC=C(C#N)C=C1 (4-(methylthio)benzonitrile), C(CC1=CC=CC=C1)[Mg]Cl (phenethylmagnesium chloride), C1CCOC1 (THF). Conditions: temperature 0 celsius, time 8 hour. The product is CSC1=CC=C(C=C1)C(CCC1=CC=CC=C1)=O (1-(4-Methylthiophenyl)-3-phenylpropan-1-one). Isolated yield 96.0%. As a reaction SMILES: [CH3:1][S:2][C:3]1[CH:10]=[CH:9][C:6]([C:7]#N)=[CH:5][CH:4]=1.[CH2:11]([Mg]Cl)[CH2:12][C:13]1[CH:18]=[CH:17][CH:16]=[CH:15][CH:14]=1.C1C[O:24]CC1>>[CH3:1][S:2][C:3]1[CH:10]=[CH:9][C:6]([C:7](=[O:24])[CH2:11][CH2:12][C:13]2[CH:18]=[CH:17][CH:16]=[CH:15][CH:14]=2)=[CH:5][CH:4]=1. Reported procedure: To a stirred solution of 4-(methylthio)benzonitrile (25.0 g, 0.17 mol) in THF (100 mL) under N2 atmosphere was added phenethylmagnesium chloride (1.0 M in THF, 210 mL, 0.21 mol). The solution was heated to reflux for 4 hours, cooled to 0° C., and quenched carefully with water (10 mL). The resulting slurry was treated with 6 N hydrochloric acid (200 mL) and stirred at room temperature overnight. The THF was evaporated from the mixture, and the residue was extracted with EtOAc (2×300 mL). The comb... Reactants: [OH-].[K+] (potassium hydroxide), CCOCC (Ether), ClC1=C(C=CC=C1)[N+](=O)[O-] (2-chloronitrobenzene), C(#N)CC(=O)OCC (ethyl cyanoacetate). The solvent is C1(=CC=CC=C1)C (toluene), CN(C(C)=O)C (N,N-dimethylacetamide), CO (methanol). Yields the product C(#N)C(C(=O)OCC)C1=C(C=CC=C1)[N+](=O)[O-] (ethyl cyano-2-nitrophenylacetate). The yield is 73.2%. As a reaction SMILES: Cl[C:2]1[CH:7]=[CH:6][CH:5]=[CH:4][C:3]=1[N+:8]([O-:10])=[O:9].[C:11]([CH2:13][C:14]([O:16][CH2:17][CH3:18])=[O:15])#[N:12].[OH-].[K+].CCOCC>CN(C)C(=O)C.CO.C1(C)C=CC=CC=1>[C:11]([CH:13]([C:2]1[CH:7]=[CH:6][CH:5]=[CH:4][C:3]=1[N+:8]([O-:10])=[O:9])[C:14]([O:16][CH2:17][CH3:18])=[O:15])#[N:12] |f:2.3|. Reported procedure: A mixture of 2-chloronitrobenzene (47.2 g, 0.300 mole) and ethyl cyanoacetate (40 ml, 0.38 mol) in N,N-dimethylacetamide (DMA, 250 ml) was treated at once with potassium hydroxide pellets (120 g, 2.14 mole). The mixture was mechanically stirred and heated for ten minutes at 110°-120° C. (caution: minimal heat application may be needed, exothermic reaction) then poured into ice-cold dilute hydrochloric acid. Ether extractive workup gave an oil. The oil was passed through silica gel eluting with t... Reactants: COc1ncc(F)cc1CN(C(=O)OC(C)(C)C)c1ccc(C=O)cn1, O=C([O-])[O-], CN(C)C=O, Clc1ncnc2[nH]ccc12, Cl, [Cs+], [Cs+]. Product: COc1ncc(F)cc1CN(C(=O)OC(C)(C)C)c1ccc(C(O)c2c[nH]c3ncnc(Cl)c23)cn1. As a reaction SMILES: [C:11]([CH3:12])([CH3:13])([CH3:14])[O:15][C:16]([N:17]([c:18]1[n:19][cH:20][c:21]([CH:24]=[O:25])[cH:22][cH:23]1)[CH2:26][c:27]1[c:28]([O:34][CH3:35])[n:29][cH:30][c:31]([F:33])[cH:32]1)=[O:36].[C:37](=[O:38])([O-:39])[O-:40].[CH3:44][N:45]([CH3:46])[CH:47]=[O:48].[Cl:1][c:2]1[c:3]2[c:4]([n:5][cH:6][n:7]1)[nH:8][cH:9][cH:10]2.[ClH:43].[Cs+:41].[Cs+:42]>>[Cl:1][c:2]1[c:3]2[c:4]([n:5][cH:6][n:7]1)[nH:8][cH:9][c:10]2[CH:24]([c:21]1[cH:20][n:19][c:18]([N:17]([C:16]([O:15][C:11]([CH3:12])([CH3:13])[CH3:14])=[O:36])[CH2:26][c:27]2[c:28]([O:34][CH3:35])[n:29][cH:30][c:31]([F:33])[cH:32]2)[cH:23][cH:22]1)[OH:25]. Starting materials: FC1=C(CCl)C=CC=C1 (o-fluorobenzylchloride), NC1=C(C(=NC2=CC=CC=C12)C)C(C)=O (1-(4-amino-2-methyl-3-quinolinyl)-ethanone), [OH-].[K+] (potassium hydroxide). The solvent is CS(=O)C (dimethylsulfoxide), O (water), CS(=O)C (dimethylsulfoxide), CS(=O)C (dimethylsulfoxide). Reaction conditions: time 8 hour. The product is FC1=C(C=CC=C1)CNC1=C(C(=NC2=CC=CC=C12)C)C(C)=O (1-[4-(2-fluorophenylmethyl)amino-2-methyl-3-quinolinyl]-ethanone). RXN SMILES: [NH2:1][C:2]1[C:11]2[C:6](=[CH:7][CH:8]=[CH:9][CH:10]=2)[N:5]=[C:4]([CH3:12])[C:3]=1[C:13](=[O:15])[CH3:14].[OH-].[K+].[F:18][C:19]1[CH:26]=[CH:25][CH:24]=[CH:23][C:20]=1[CH2:21]Cl>CS(C)=O.O>[F:18][C:19]1[CH:26]=[CH:25][CH:24]=[CH:23][C:20]=1[CH2:21][NH:1][C:2]1[C:11]2[C:6](=[CH:7][CH:8]=[CH:9][CH:10]=2)[N:5]=[C:4]([CH3:12])[C:3]=1[C:13](=[O:15])[CH3:14] |f:1.2|. Reported procedure: A solution of 1-(4-amino-2-methyl-3-quinolinyl)-ethanone in dimethylsulfoxide (150 ml) was added to a stirred slurry of pulverized 85% potassium hydroxide (7 g) in dimethylsulfoxide (40 ml). This mixture was stirred at ambient temperature for twenty minutes, and thereafter a solution of o-fluorobenzylchloride (15.2 g) in dimethylsulfoxide (40 ml) was added dropwise. The mixture was stirred for two hours and allowed to stand overnight at room temperature. Thereafter, it was poured onto ice and di...